This data is from the Open Reaction Database (ORD), a public repository of structured organic reaction records. The task is: describe an organic reaction: reactants, conditions, products, and yield Reactants: CC(=O)OC1CC(=O)N(C2CCCCC2O)C1=O, CCOCC, COc1ccc(CCOC(=N)C(Cl)(Cl)Cl)cc1OCc1ccccc1, ClCCl, F[B-](F)(F)F, [H+]. Product: COc1ccc(CCOC2CCCCC2N2C(=O)CC(OC(C)=O)C2=O)cc1OCc1ccccc1. RXN SMILES: [C:1]([CH3:2])(=[O:3])[O:4][CH:5]1[C:6](=[O:18])[N:7]([CH:11]2[CH:12]([OH:17])[CH2:13][CH2:14][CH2:15][CH2:16]2)[C:8](=[O:10])[CH2:9]1.[CH2:19]([O:20][CH2:21][CH3:22])[CH3:23].[CH2:30]([c:31]1[cH:32][cH:33][cH:34][cH:35][cH:36]1)[O:37][c:38]1[cH:39][c:40]([CH2:46][CH2:47][O:48][C:49](=[NH:50])[C:51]([Cl:52])([Cl:53])[Cl:54])[cH:41][cH:42][c:43]1[O:44][CH3:45].[Cl:55][CH2:56][Cl:57].[F:24][B-:25]([F:26])([F:27])[F:28].[H+:29]>>[C:1]([CH3:2])(=[O:3])[O:4][CH:5]1[C:6](=[O:18])[N:7]([CH:11]2[CH:12]([O:17][CH2:47][CH2:46][c:40]3[cH:39][c:38]([O:37][CH2:30][c:31]4[cH:32][cH:33][cH:34][cH:35][cH:36]4)[c:43]([O:44][CH3:45])[cH:42][cH:41]3)[CH2:13][CH2:14][CH2:15][CH2:16]2)[C:8](=[O:10])[CH2:9]1. Starting materials: [OH-].[Na+] (sodium hydroxide), C(C)(=O)OC1C(CCC1N1C(=NC2=C1C=C(C(=C2)Cl)Cl)Br)OC(C)=O (5-(2-bromo-5,6-dichloro-1-H-benzimidazol-1-yl)-1,2-cyclopentanediyl diacetate), C(C)O (ethanol), C1(CC1)N (cyclopropylamine), 1H-NMR(DMSO-d6)δ. Run in CO.C(Cl)(Cl)Cl (methanol chloroform), O (water), CO (methanol). Product: ClC1=CC2=C(N(C(=N2)NC2CC2)[C@@H]2C[C@@H]([C@H]([C@H]2O)O)CO)C=C1Cl ((1S, 2R, 3R, 5R)-5-[5,6-Dichloro-2-(cyclopropylamino)- 1H-benzimidazol-1-yl]-3-(hydroxymethyl)- 1,2-cyclopentanediol). RXN SMILES: C([O:4][CH:5]1[CH:9]([N:10]2[C:14]3[CH:15]=[C:16]([Cl:20])[C:17]([Cl:19])=[CH:18][C:13]=3[N:12]=[C:11]2Br)[CH2:8][CH2:7][CH:6]1[O:22]C(=O)C)(=O)C.[CH2:26]([OH:28])C.[CH:29]1([NH2:32])[CH2:31][CH2:30]1.[OH-].[Na+]>O.CO.CO.C(Cl)(Cl)Cl>[Cl:19][C:17]1[C:16]([Cl:20])=[CH:15][C:14]2[N:10]([C@H:9]3[C@H:5]([OH:4])[C@H:6]([OH:22])[C@@H:7]([CH2:26][OH:28])[CH2:8]3)[C:11]([NH:32][CH:29]3[CH2:31][CH2:30]3)=[N:12][C:13]=2[CH:18]=1 |f:3.4,7.8|. Procedure details: (1S, 2R, 3R, 5R)-3-Acetoxymethyl)-5-(2-bromo-5,6-dichloro-1-H-benzimidazol-1-yl)-1,2-cyclopentanediyl diacetate (500 mg 0.958 mmole) was refluxed in water: ethanol/2:1 (7.5 mL) with cyclopropylamine (0.66 mL, 9.6 mmole) under nitrogen for 18 hours. TLC (silica gel, 10% methanol-chloroform) showed complete conversion to a single spot with lower Rf than starting material. 1 N sodium hydroxide (0.96 mL) was added and volatiles were evaporated. The residue was chromatographed on a silica gel flash c... The reactants are C(C1=CC=CC=C1)OCC(CC(C)C)(CSCC1=CC=CC=C1)CSCC1=CC=CC=C1 (1-benzyloxy-2,2-di-benzylthiomethyl-4-methyl-pentane), OCC(CS)(C(C)(C)C)CO (2,2-di-hydroxymethyl-3,3-dimethyl-butan-1-thiol). Yields the product C(C(C)C)C(CS)(CS)CO (2-i-Butyl-2-hydroxymethyl-propan-1,3-dithiol). RXN SMILES: C([O:8][CH2:9][C:10]([CH2:24][S:25]CC1C=CC=CC=1)([CH2:15][S:16]CC1C=CC=CC=1)[CH2:11][CH:12]([CH3:14])[CH3:13])C1C=CC=CC=1.OCC(CO)(C(C)(C)C)CS>>[CH2:11]([C:10]([CH2:9][OH:8])([CH2:24][SH:25])[CH2:15][SH:16])[CH:12]([CH3:14])[CH3:13]. Procedure details: 2-i-Butyl-2-hydroxymethyl-propan-1,3-dithiol was prepared from 1-benzyloxy-2,2-di-benzylthiomethyl-4-methyl-pentane in a manner analogous to that described for the sysnthesis of 2,2-di-hydroxymethyl-3,3-dimethyl-butan-1-thiol. Reactants: [Al+3], [H-], [H-], [H-], [H-], [Li+], C1CCOC1, O=C(Nc1nccc2ccccc12)C1(c2ccccc2)CCCCC1. Product: c1ccc(C2(CNc3nccc4ccccc34)CCCCC2)cc1. As a reaction SMILES: [Al+3:27].[H-:26].[H-:29].[H-:30].[H-:31].[Li+:28].[O:32]1[CH2:33][CH2:34][CH2:35][CH2:36]1.[c:1]1([NH:11][C:12](=[O:13])[C:14]2([c:20]3[cH:21][cH:22][cH:23][cH:24][cH:25]3)[CH2:15][CH2:16][CH2:17][CH2:18][CH2:19]2)[n:2][cH:3][cH:4][c:5]2[cH:6][cH:7][cH:8][cH:9][c:10]12>>[c:1]1([NH:11][CH2:12][C:14]2([c:20]3[cH:21][cH:22][cH:23][cH:24][cH:25]3)[CH2:15][CH2:16][CH2:17][CH2:18][CH2:19]2)[n:2][cH:3][cH:4][c:5]2[cH:6][cH:7][cH:8][cH:9][c:10]12. The reactants are COC1=C(C=C(C=C1)OC)C (2,5-dimethoxy toluene), [N+](=O)(O)[O-] (nitric acid). Solvent: C(C)(=O)O (acetic acid), O (water), C(C)(=O)O (acetic acid). Reaction conditions: temperature 40 celsius, time 30 minute. Product: COC1=C(C=C(C(=C1)[N+](=O)[O-])OC)C (1,4-dimethoxy-2-methyl-5-nitrobenzene). The yield is 96.5%. Reaction SMILES: [CH3:1][O:2][C:3]1[CH:8]=[CH:7][C:6]([O:9][CH3:10])=[CH:5][C:4]=1[CH3:11].[N+:12]([O-])([OH:14])=[O:13]>C(O)(=O)C.O>[CH3:1][O:2][C:3]1[CH:8]=[C:7]([N+:12]([O-:14])=[O:13])[C:6]([O:9][CH3:10])=[CH:5][C:4]=1[CH3:11]. Reported procedure: 2,5-dimethoxy toluene (6.0 g) was dissolved in acetic acid (20 mL). To the solution, a solution of fuming nitric acid (d=1.50, 4.32 g) in acetic acid (10 mL) was added dropwise at 40° C. over a period of 5 min. The mixture was stirred at 40° C. for 30 min. The reaction mixture was then allowed to cool to room temperature, which was stirred for another 30 min. Then the reaction mixture was diluted with cold water (300 mL). The resulting precipitate was filtered washed with cold water (100 mL) and... Starting materials: C(C)OC(COC1=C(C=C(C=C1)SC1=CC(=CC(=C1)OC1=NC=C(C=C1)C(F)(F)F)Br)C)=O ({4-[3-Bromo-5-(5-trifluoromethyl-pyridin-2-yloxy)-phenylsulfanyl]-2-methyl-phenoxy}-acetic acid ethyl ester), C(C#C)N1CCOCC1 (4-prop-2-ynyl-morpholine), C(C)OC(COC1=C(C=C(C=C1)SC1=CC(=CC(=C1)C#CC1=CC=C(C=C1)CO)OCCC1=CC=C(C=C1)Cl)C)=O ({4-[3-[2-(4-Chloro-phenyl)-ethoxy]-5-(4-hydroxymethyl-phenylethynyl)-phenylsulfanyl]-2-methyl-phenoxy}-acetic acid ethyl ester). Product: C(C)OC(COC1=C(C=C(C=C1)SC1=CC(=CC(=C1)OC1=NC=C(C=C1)C(F)(F)F)C#CCN1CCOCC1)C)=O ({2-Methyl-4-[3-(3-morpholin-4-yl-prop-1-ynyl)-5-(5-trifluoromethyl-pyridin-2-yloxy)-phenylsulfanyl]-phenoxy}-acetic Acid Ethyl Ester). As a reaction SMILES: [CH2:1]([O:3][C:4](=[O:33])[CH2:5][O:6][C:7]1[CH:12]=[CH:11][C:10]([S:13][C:14]2[CH:19]=[C:18]([O:20][C:21]3[CH:26]=[CH:25][C:24]([C:27]([F:30])([F:29])[F:28])=[CH:23][N:22]=3)[CH:17]=[C:16](Br)[CH:15]=2)=[CH:9][C:8]=1[CH3:32])[CH3:2].[CH2:34]([N:37]1[CH2:42][CH2:41][O:40][CH2:39][CH2:38]1)[C:35]#[CH:36].C(OC(=O)COC1C=CC(SC2C=C(C#CC3C=CC(CO)=CC=3)C=C(OCCC3C=CC(Cl)=CC=3)C=2)=CC=1C)C>>[CH2:1]([O:3][C:4](=[O:33])[CH2:5][O:6][C:7]1[CH:12]=[CH:11][C:10]([S:13][C:14]2[CH:19]=[C:18]([O:20][C:21]3[CH:26]=[CH:25][C:24]([C:27]([F:30])([F:29])[F:28])=[CH:23][N:22]=3)[CH:17]=[C:16]([C:36]#[C:35][CH2:34][N:37]3[CH2:42][CH2:41][O:40][CH2:39][CH2:38]3)[CH:15]=2)=[CH:9][C:8]=1[CH3:32])[CH3:2]. Reported procedure: The title product was prepared from {4-[3-Bromo-5-(5-trifluoromethyl-pyridin-2-yloxy)-phenylsulfanyl]-2-methyl-phenoxy}-acetic acid ethyl ester (250 mg; 0.46 mmol) and 4-prop-2-ynyl-morpholine (173.09 mg; 1.38 mmol) applying the procedure described for {4-[3-[2-(4-Chloro-phenyl)-ethoxy]-5-(4-hydroxymethyl-phenylethynyl)-phenylsulfanyl]-2-methyl-phenoxy}-acetic acid ethyl ester. The crude product was purified by preparative HPLC (method B). Yield: 270 mg (100%). HPLC-MS: m/z: 587.5 (M+H)+; Rt: 2.... Starting materials: C#CCBr, C[O-], CO, [Na+], COc1cc(CCNC=O)ccc1O. Reaction SMILES: [CH2:18]([C:19]#[CH:20])[Br:21].[CH3:1][O-:2].[CH3:22][OH:23].[Na+:3].[OH:4][c:5]1[c:6]([O:16][CH3:17])[cH:7][c:8]([CH2:11][CH2:12][NH:13][CH:14]=[O:15])[cH:9][cH:10]1>>[O:4]([c:5]1[c:6]([O:16][CH3:17])[cH:7][c:8]([CH2:11][CH2:12][NH:13][CH:14]=[O:15])[cH:9][cH:10]1)[CH2:20][C:19]#[CH:18]. The product is C#CCOc1ccc(CCNC=O)cc1OC.